Dataset: the Open Reaction Database (ORD), a public repository of structured organic reaction records. Task: describe an organic reaction: reactants, conditions, products, and yield Run at time 1 hour. RXN SMILES: [CH3:1][O:2][C:3]1[CH:8]=[CH:7][C:6]([S:9]([NH:12][CH3:13])(=[O:11])=[O:10])=[CH:5][CH:4]=1.[H-].[Na+].Cl[C:17]1[N:22]=[C:21]([C:23]2[CH:35]=[CH:34][C:26]3[N:27]=[C:28]([NH:30][C:31](=[O:33])[CH3:32])[S:29][C:25]=3[CH:24]=2)[CH:20]=[CH:19][N:18]=1>CS(C)=O>[CH3:1][O:2][C:3]1[CH:4]=[CH:5][C:6]([S:9]([N:12]([C:17]2[N:22]=[C:21]([C:23]3[CH:35]=[CH:34][C:26]4[N:27]=[C:28]([NH:30][C:31](=[O:33])[CH3:32])[S:29][C:25]=4[CH:24]=3)[CH:20]=[CH:19][N:18]=2)[CH3:13])(=[O:11])=[O:10])=[CH:7][CH:8]=1 |f:1.2|. Procedure details: 4-Methoxy-N-methylbenzenesulfonamide (228 mg, 1.13 mmol) was dissolved in DMSO (1.6 mL) and NaH (57.5 mg, 60% in mineral oil, 1.44 mmol) was added and the reaction was stirred under nitrogen at RT. After 1 hour, N-(6-(2-chloropyrimidin-4-yl)benzo[d]thiazol-2-yl)acetamide (82.3 mg, 0.270 mmol) was added, and the reaction flask was heated in a preheated oil bath (125° C.) and stirred under nitrogen overnight. The reaction was cooled to RT and filtered through a pad of Celite®(diatomaceous earth). ... Run in CS(=O)C (DMSO). Starting materials: [H-].[Na+] (NaH), COC1=CC=C(C=C1)S(=O)(=O)NC (4-Methoxy-N-methylbenzenesulfonamide), ClC1=NC=CC(=N1)C1=CC2=C(N=C(S2)NC(C)=O)C=C1 (N-(6-(2-chloropyrimidin-4-yl)benzo[d]thiazol-2-yl)acetamide). The product is COC1=CC=C(C=C1)S(=O)(=O)N(C)C1=NC=CC(=N1)C1=CC2=C(N=C(S2)NC(C)=O)C=C1 (N-(6-(2-(4-methoxy-N-methylphenylsulfonamido)pyrimidin-4-yl)benzo[d]thiazol-2-yl)acetamide). The product is O=C(O)COc1cccc(C=CC(=O)c2c(O)c3ccccc3[nH]c2=O)c1. Reactants: CO, [Na+], [OH-], COC(=O)COc1cccc(C=CC(=O)c2c(O)c3ccccc3[nH]c2=O)c1. Reaction SMILES: [CH3:31][OH:32].[Na+:30].[OH-:29].[OH:1][c:2]1[c:3]([C:13]([CH:14]=[CH:15][c:16]2[cH:17][c:18]([O:22][CH2:23][C:24](=[O:25])[O:26][CH3:27])[cH:19][cH:20][cH:21]2)=[O:28])[c:4](=[O:12])[nH:5][c:6]2[cH:7][cH:8][cH:9][cH:10][c:11]12>>[OH:1][c:2]1[c:3]([C:13]([CH:14]=[CH:15][c:16]2[cH:17][c:18]([O:22][CH2:23][C:24](=[O:25])[OH:26])[cH:19][cH:20][cH:21]2)=[O:28])[c:4](=[O:12])[nH:5][c:6]2[cH:7][cH:8][cH:9][cH:10][c:11]12.